From a dataset of the Open Reaction Database (ORD), a public repository of structured organic reaction records. describe an organic reaction: reactants, conditions, products, and yield The reactants are CS(=O)(=O)CC#N (methanesulfonylacetonitrile), C([O-])([O-])=O.[K+].[K+] (potassium carbonate), ClC1=CC=C(C=C1)N=C=S (4-chlorophenyl isothiocyanate), CI (methyl iodide). Run in CC(=O)C (acetone). Run at time 22 hour. Product: ClC1=CC=C(C=C1)NC(=C(C#N)S(=O)(=O)C)SC (3-(4-Chlorophenylamino)-2-methylsulfonyl-3-methylsulfanyl-propenenitrile). Yield: 80.0%. As a reaction SMILES: [CH3:1][S:2]([CH2:5][C:6]#[N:7])(=[O:4])=[O:3].C(=O)([O-])[O-].[K+].[K+].[Cl:14][C:15]1[CH:20]=[CH:19][C:18]([N:21]=[C:22]=[S:23])=[CH:17][CH:16]=1.[CH3:24]I>CC(C)=O>[Cl:14][C:15]1[CH:20]=[CH:19][C:18]([NH:21][C:22]([S:23][CH3:24])=[C:5]([S:2]([CH3:1])(=[O:4])=[O:3])[C:6]#[N:7])=[CH:17][CH:16]=1 |f:1.2.3|. Reported procedure: To a solution of methanesulfonylacetonitrile (0.55 g, 4.9 mmol) in dry acetone (5 ml) first dry potassium carbonate (1.28 g, 9.3 mmol) and then 4-chlorophenyl isothiocyanate (0.78 g, 4.6 mmol) were added. The resulting mixture was stirred at room temperature under nitrogen for 22 h, and then filtered. To the filtrate methyl iodide (0.86 ml, 13.9 mmol) was added. The mixture was stirred at room temperature for 2 h. The precipitate was filtered off, the filtrate was concentrated. The residue was t... Reactants: ClC1=CC=C(C=C1)CC(SC1=CC=CC=C1)C(=O)C(SC1=CC=CC=C1)CC1=CC=C(C=C1)Cl (p-chlorophenylthiophenylmethylmethyl ketone), polyphosphoric acid, ClC1=CC=CC=C1 (chlorobenzene). Run at temperature 180 celsius, time 3.5 hour. Yields the product ClC1=CC2=C(SC(=C2C)C2=CC=CC=C2)C=C1 (5-chloro-3-methyl-2-phenylbenzo[b]thiophene). As a reaction SMILES: ClC1C=CC(C[CH:9]([C:17]([CH:19]([CH2:27][C:28]2[CH:33]=[CH:32][C:31](Cl)=[CH:30]C=2)[S:20][C:21]2[CH:26]=[CH:25][CH:24]=[CH:23][CH:22]=2)=O)SC2C=CC=CC=2)=CC=1.[Cl:35]C1C=CC=CC=1>>[Cl:35][C:24]1[CH:23]=[CH:22][C:21]2[S:20][C:19]([C:27]3[CH:28]=[CH:33][CH:32]=[CH:31][CH:30]=3)=[C:17]([CH3:9])[C:26]=2[CH:25]=1. Procedure: 55.7 parts by weight of p-chlorophenylthiophenylmethylmethyl ketone and 500 parts by weight polyphosphoric acid are combined in a stoppered flask and heated with stirring for 3.5 hours at 180° C. 350 Parts by volume of chlorobenzene is added to the reaction mixture and the resulting solution is heated at reflux temperature for an additional hour. After cooling the organic phase of this reaction solution is decanted off; the inorganic phase is dissolved in ice water and extracted once each with b...